From a dataset of the Open Reaction Database (ORD), a public repository of structured organic reaction records. describe an organic reaction: reactants, conditions, products, and yield Reactants: N1(C=NC=C1)CCOC1=C2CCC(C2=CC=C1)=O (4-[β-(1H-imidazol-1-yl)ethoxy]-1-indanone), C1(=CC=C(C=C1)S(=O)(=O)C[N+]#[C-])C ((p-toluenesulfonyl)methylisocyanide), [Na] (sodium), C(C)O (ethanol). Run in C(OC)COC (dimethoxyethane), C(OC)COC (dimethoxyethane). Yields the product C(#N)C1CCC2=C(C=CC=C12)OCCN1C=NC=C1 (1-Cyano-4-[β-(1H-imidazol-1-yl)ethoxy]indane). Yield: 30.7%. As a reaction SMILES: [N:1]1([CH2:6][CH2:7][O:8][C:9]2[CH:17]=[CH:16][CH:15]=[C:14]3[C:10]=2[CH2:11][CH2:12][C:13]3=O)[CH:5]=[CH:4][N:3]=[CH:2]1.C1(C)C=CC(S([CH2:28][N+:29]#[C-])(=O)=O)=CC=1.[Na].C(O)C>C(COC)OC>[C:28]([CH:13]1[C:14]2[C:10](=[C:9]([O:8][CH2:7][CH2:6][N:1]3[CH:5]=[CH:4][N:3]=[CH:2]3)[CH:17]=[CH:16][CH:15]=2)[CH2:11][CH2:12]1)#[N:29] |^1:31|. Procedure: To a solution of 2.68 g 4-[β-(1H-imidazol-1-yl)ethoxy]-1-indanone and 3.3 g of (p-toluenesulfonyl)methylisocyanide in 80 ml of dimethoxyethane, 0.36 g of sodium dissolved in 13.5 of absolute ethanol and 29 ml of dimethoxyethane are added as described in Ex. 3. 2.9 g of crude product are isolated and under purification by silica-gel chromatography allows to isolate 0.86 g (32%) of the nitrile in the form of oil which solidifies along the time (M.P. 115°-117° C.) and is chromatographically pure. The reactants are C([O-])([O-])=O.[K+].[K+] (potassium carbonate), C(C1=CC=CC=C1)N (benzylamine), C(C)(C)(C)OC(=O)N1CCN(CC1)C1=C(C(=CC=C1F)F)C#N (4-(2-cyano-3,6-difluoro-phenyl)-piperazine-1-carboxylic acid tert-butyl ester). Run in CN(C)C=O (DMF). Reaction conditions: temperature 100 celsius. Yields the product C(C)(C)(C)OC(=O)N1CCN(CC1)C1=C(C(=CC=C1F)NCC1=CC=CC=C1)C#N (4-(3-Benzylamino-2-cyano-6-fluoro-phenyl)-piperazine-1-carboxylic acid tert-butyl ester). RXN SMILES: [C:1]([O:5][C:6]([N:8]1[CH2:13][CH2:12][N:11]([C:14]2[C:19]([F:20])=[CH:18][CH:17]=[C:16](F)[C:15]=2[C:22]#[N:23])[CH2:10][CH2:9]1)=[O:7])([CH3:4])([CH3:3])[CH3:2].C(=O)([O-])[O-].[K+].[K+].[CH2:30]([NH2:37])[C:31]1[CH:36]=[CH:35][CH:34]=[CH:33][CH:32]=1>CN(C=O)C>[C:1]([O:5][C:6]([N:8]1[CH2:13][CH2:12][N:11]([C:14]2[C:19]([F:20])=[CH:18][CH:17]=[C:16]([NH:37][CH2:30][C:31]3[CH:36]=[CH:35][CH:34]=[CH:33][CH:32]=3)[C:15]=2[C:22]#[N:23])[CH2:10][CH2:9]1)=[O:7])([CH3:4])([CH3:3])[CH3:2] |f:1.2.3|. Reported procedure: To 655 mg (2.03 mmol) of 4-(2-cyano-3,6-difluoro-phenyl)-piperazine-1-carboxylic acid tert-butyl ester dissolved in 10 mL DMF was added 560 mg (2 eq., 4.06 mmol) potassium carbonate and 243 μL (1.1 eq., 2.22 mmol) benzylamine. The mixture was heated to 100° C. for 5 days, cooled to room temperature and partitioned between ethyl acetate and water, dried over magnesium sulfate and concentrated. 4-(3-Benzylamino-2-cyano-6-fluoro-phenyl)-piperazine-1-carboxylic acid tert-butyl ester (288 mg) was pre... Product: COc1ccc(-c2ccc(N)nc2)cc1CN(C(=O)c1sc2c(F)ccc(F)c2c1Cl)C1CCC(N(C)C(=O)OC(C)(C)C)CC1. As a reaction SMILES: [BH:1]([OH:2])[OH:3].[C:4](=[O:5])([O:6][C:7]([CH3:8])([CH3:9])[CH3:10])[N:11]([CH:12]1[CH2:13][CH2:14][CH:15]([N:18]([C:19](=[O:20])[c:21]2[c:22]([Cl:32])[c:23]3[c:24]([s:25]2)[c:26]([F:31])[cH:27][cH:28][c:29]3[F:30])[CH2:33][c:34]2[cH:35][cH:36][cH:37][cH:38][c:39]2[O:40][CH3:41])[CH2:16][CH2:17]1)[CH3:42].[NH2:43][c:44]1[n:45][cH:46][c:47]([Br:50])[cH:48][cH:49]1>>[C:4](=[O:5])([O:6][C:7]([CH3:8])([CH3:9])[CH3:10])[N:11]([CH:12]1[CH2:13][CH2:14][CH:15]([N:18]([C:19](=[O:20])[c:21]2[c:22]([Cl:32])[c:23]3[c:24]([s:25]2)[c:26]([F:31])[cH:27][cH:28][c:29]3[F:30])[CH2:33][c:34]2[cH:35][c:36](-[c:47]3[cH:46][n:45][c:44]([NH2:43])[cH:49][cH:48]3)[cH:37][cH:38][c:39]2[O:40][CH3:41])[CH2:16][CH2:17]1)[CH3:42]. Reactants: OBO, COc1ccccc1CN(C(=O)c1sc2c(F)ccc(F)c2c1Cl)C1CCC(N(C)C(=O)OC(C)(C)C)CC1, Nc1ccc(Br)cn1. The reactants are quartz, C1=CC=C(C=C1)P(=O)(Cl)Cl (phenylphosphonyl dichloride), P(Cl)(Cl)Cl (phosphorus trichloride). RXN SMILES: C1C=CC([P:7]([Cl:10])([Cl:9])=[O:8])=CC=1.[P:11]([Cl:14])([Cl:13])[Cl:12]>>[P:11]([Cl:14])([Cl:13])[Cl:12].[P:7]([Cl:10])([Cl:12])([Cl:9])=[O:8]. Reported procedure: 100 g (=0.513 mol) of phenylphosphonyl dichloride and 200 g (=1.45 mol) of phosphorus trichloride were mixed. This mixture was introduced dropwise, over the course of 3 hours, into a vertical quartz tube which was 60 cm long, filled with 6 mm diameter quartz Raschig rings, was flushed with nitrogen and was located in an electric oven heated to 600° C. The reaction mixture collecting in the trap was again introduced dropwise, over the course of 2 hours, into the quartz tube at 600° C. The reactio... Product: P(Cl)(Cl)Cl (phosphorus trichloride), P(=O)(Cl)(Cl)Cl (phosphorus oxychloride). Run at temperature 600 celsius. The reactants are [Na] (monosodium), CC=1C=C(C=C(O)C1)O (5-methylresorcinol), CN(C=O)C (dimethyl formamide), ClCC(OC)OC (1-Chloro-2,2-dimethoxyethane). Run in O (water). Reaction conditions: time 2 hour. Product: COC(COC=1C=C(C=C(C1)O)C)OC (3-(2,2-dimethoxyethoxy)-5-hydroxytoluene). Reaction SMILES: [Na].[CH3:2][C:3]1[CH:4]=[C:5]([OH:10])[CH:6]=[C:7]([CH:9]=1)[OH:8].CN(C)C=O.Cl[CH2:17][CH:18]([O:21][CH3:22])[O:19][CH3:20]>O>[CH3:20][O:19][CH:18]([O:21][CH3:22])[CH2:17][O:8][C:7]1[CH:9]=[C:3]([CH3:2])[CH:4]=[C:5]([OH:10])[CH:6]=1 |^1:0|. Procedure: The monosodium salt of 5-methylresorcinol prepared in Example 4 and dimethyl formamide (200 ml) were charged under nitrogen gas into a glass reaction vessel equipped with a mechanical stirrer, thermometer and addition funnel. 1-Chloro-2,2-dimethoxyethane (6.25 grams) was added, and the mixture was heated at 85° to 90° C. and stirred for a period of about 221/2 hours. After this time the reaction mixture was cooled to room temperature and was added to 1200 ml of water. The resulting mixture was c...